From a dataset of the Open Reaction Database (ORD), a public repository of structured organic reaction records. describe an organic reaction: reactants, conditions, products, and yield Reactants: Cl.C1(=CC=CC=C1)C1(CC[C@@]([C@@H]2CNC[C@H]12)(O)C1=C(C=CC=C1)OC)C1=CC=CC=C1 ((3aS,4S,7aS)-7,7-diphenyl-4-(2-methoxyphenyl)perhydroisoindol-4-ol hydrochloride), CN1C=C(C2=CC=CC=C12)CC(=O)O ((1-methyl-3-indolyl)acetic acid). The product is C1(=CC=CC=C1)C1(CC[C@@]([C@@H]2CN(C[C@H]12)C(CC1=CN(C2=CC=CC=C12)C)=O)(O)C1=C(C=CC=C1)OC)C1=CC=CC=C1 ((3aS,4S,7aS)-7,7-diphenyl-4-(2-methoxyphenyl)-2-[(1-methyl-3-indolyl)acetyl)perhydroisoindol-4-ol). Isolated yield 58.0%. RXN SMILES: Cl.[C:2]1([C:8]2([C:26]3[CH:31]=[CH:30][CH:29]=[CH:28][CH:27]=3)[C@@H:16]3[C@@H:12]([CH2:13][NH:14][CH2:15]3)[C@@:11]([C:18]3[CH:23]=[CH:22][CH:21]=[CH:20][C:19]=3[O:24][CH3:25])([OH:17])[CH2:10][CH2:9]2)[CH:7]=[CH:6][CH:5]=[CH:4][CH:3]=1.[CH3:32][N:33]1[C:41]2[C:36](=[CH:37][CH:38]=[CH:39][CH:40]=2)[C:35]([CH2:42][C:43](O)=[O:44])=[CH:34]1>>[C:26]1([C:8]2([C:2]3[CH:3]=[CH:4][CH:5]=[CH:6][CH:7]=3)[C@@H:16]3[C@@H:12]([CH2:13][N:14]([C:43](=[O:44])[CH2:42][C:35]4[C:36]5[C:41](=[CH:40][CH:39]=[CH:38][CH:37]=5)[N:33]([CH3:32])[CH:34]=4)[CH2:15]3)[C@@:11]([C:18]3[CH:23]=[CH:22][CH:21]=[CH:20][C:19]=3[O:24][CH3:25])([OH:17])[CH2:10][CH2:9]2)[CH:31]=[CH:30][CH:29]=[CH:28][CH:27]=1 |f:0.1|. Reported procedure: By working in accordance with Example 4, starting from 0.75 g of (3aS,4S,7aS)-7,7-diphenyl-4-(2-methoxyphenyl)perhydroisoindol-4-ol hydrochloride and 0.32 g of (1-methyl-3-indolyl)acetic acid, 0.56 g of (3aS,4S,7aS)-7,7-diphenyl-4-(2-methoxyphenyl)-2-[(1-methyl-3-indolyl)acetyl)perhydroisoindol-4-ol is obtained in the form of a beige foam. Reactants: OC(C)C1=NN(C=N1)C=1N=CC(=C2C1NC=C2C(C(=O)O)=O)OC (2-(7-(3-(1-hydroxyethyl)-1H-1,2,4-triazol-1-yl)-4-methoxy-1H-pyrrolo[2,3-c]pyridin-3-yl)-2-oxoacetic acid), N1=C(C=CC=C1)C=1C2=C(N=CN1)CNCC2 (4-(pyridin-2-yl)-5,6,7,8-tetrahydropyrido[3,4-d]pyrimidine), F[B-](F)(F)F.N1(N=NC2=C1C=CC=C2)OC(=[N+](C)C)N(C)C (2-(1H-benzotriazol-1-yl)-1,1,3,3-tetramethyluronium tetrafluoroborate), C(C)(C)N(C(C)C)CC (N,N-diisopropylethylamine). Solvent: CN(C)C=O (DMF), CO (MeOH). Run at time 2 hour. Product: OC(C)C1=NN(C=N1)C=1N=CC(=C2C1NC=C2C(C(=O)N2CC=1N=CN=C(C1CC2)C2=NC=CC=C2)=O)OC (1-(7-(3-(1-hydroxyethyl)-1H-1,2,4-triazol-1-yl)-4-methoxy-1H-pyrrolo[2,3-c]pyridin-3-yl)-2-(4-(pyridin-2-yl)-5,6-dihydropyrido[3,4-d]pyrimidin-7(8H)-yl)ethane-1,2-dione). Isolated yield 55.6%. As a reaction SMILES: [OH:1][CH:2]([C:4]1[N:8]=[CH:7][N:6]([C:9]2[N:10]=[CH:11][C:12]([O:23][CH3:24])=[C:13]3[C:17]([C:18](=[O:22])[C:19]([OH:21])=O)=[CH:16][NH:15][C:14]=23)[N:5]=1)[CH3:3].[N:25]1[CH:30]=[CH:29][CH:28]=[CH:27][C:26]=1[C:31]1[C:32]2[CH2:40][CH2:39][NH:38][CH2:37][C:33]=2[N:34]=[CH:35][N:36]=1.F[B-](F)(F)F.N1(OC(N(C)C)=[N+](C)C)C2C=CC=CC=2N=N1.C(N(CC)C(C)C)(C)C>CN(C=O)C.CO>[OH:1][CH:2]([C:4]1[N:8]=[CH:7][N:6]([C:9]2[N:10]=[CH:11][C:12]([O:23][CH3:24])=[C:13]3[C:17]([C:18](=[O:22])[C:19]([N:38]4[CH2:39][CH2:40][C:32]5[C:31]([C:26]6[CH:27]=[CH:28][CH:29]=[CH:30][N:25]=6)=[N:36][CH:35]=[N:34][C:33]=5[CH2:37]4)=[O:21])=[CH:16][NH:15][C:14]=23)[N:5]=1)[CH3:3] |f:2.3|. Procedure: To a solution of 2-(7-(3-(1-hydroxyethyl)-1H-1,2,4-triazol-1-yl)-4-methoxy-1H-pyrrolo[2,3-c]pyridin-3-yl)-2-oxoacetic acid (18 mg, 0.054 mmol), 4-(pyridin-2-yl)-5,6,7,8-tetrahydropyrido[3,4-d]pyrimidine (1.53 mg, 0.054 mmol) and 2-(1H-benzotriazol-1-yl)-1,1,3,3-tetramethyluronium tetrafluoroborate (20.93 mg, 0.065 mmol) in DMF (1 mL) was added N,N-diisopropylethylamine (0.095 mL, 0.543 mmol). The mixture was stirred at room temperature for 2 hours, diluted with MeOH and purified by prep. HPLC to... The reactants are Cl (hydrochloric acid), CC=1SC=C(N1)COC1=CC=C(CN2C=C(C(=C2)C2=CC=CC=C2)CCC(=O)OCC)C=C1 (ethyl 3-[1-[4-(2-methyl-4-thiazolylmethoxy]benzyl]-4-phenyl-3-pyrrolyl]propionate), [OH-].[Na+] (sodium hydroxide), O1CCCC1 (tetrahydrofuran). Solvent: C(C)O (ethanol). Conditions: time 4 hour. Yields the product CC=1SC=C(N1)COC1=CC=C(CN2C=C(C(=C2)C2=CC=CC=C2)CCC(=O)O)C=C1 (3-[1-[4-(2-methyl-4-thiazolylmethoxy]benzyl]-4-phenyl-3-pyrrolyl]propionic acid). Yield: 72.6%. Reaction SMILES: [CH3:1][C:2]1[S:3][CH:4]=[C:5]([CH2:7][O:8][C:9]2[CH:33]=[CH:32][C:12]([CH2:13][N:14]3[CH:18]=[C:17]([C:19]4[CH:24]=[CH:23][CH:22]=[CH:21][CH:20]=4)[C:16]([CH2:25][CH2:26][C:27]([O:29]CC)=[O:28])=[CH:15]3)=[CH:11][CH:10]=2)[N:6]=1.[OH-].[Na+].O1CCCC1.Cl>C(O)C>[CH3:1][C:2]1[S:3][CH:4]=[C:5]([CH2:7][O:8][C:9]2[CH:10]=[CH:11][C:12]([CH2:13][N:14]3[CH:18]=[C:17]([C:19]4[CH:24]=[CH:23][CH:22]=[CH:21][CH:20]=4)[C:16]([CH2:25][CH2:26][C:27]([OH:29])=[O:28])=[CH:15]3)=[CH:32][CH:33]=2)[N:6]=1 |f:1.2|. Procedure: A mixture of ethyl 3-[1-[4-(2-methyl-4-thiazolylmethoxy]benzyl]-4-phenyl-3-pyrrolyl]propionate (368 mg), 1N aqueous sodium hydroxide solution (2 ml), tetrahydrofuran (4 ml), and ethanol (4 ml) was stirred at room temperature for 4 hours, and 1N hydrochloric acid (2 ml) was added to the mixture, which was extracted with ethyl acetate. The ethyl acetate layer was washed with saturated aqueous sodium chloride solution, dried (MgSO4), then concentrated. The colorless crystals obtained were collected... Starting materials: C1(CCCCC1)NC1CC(C(C1)C1=CC=CC=C1)CN1CCC(CC1)N(CC)C(=O)OCC1=CC=CC=C1 ((cyclohexylamino)-3-(SR)-((4-(N-(benzyloxycarbonyl)-N-(ethyl)amino)piperidin-1-yl)methyl)-4-(SR)-phenylcyclopentane), C(C)(=O)OC(C)=O (acetic anhydride), N1=CC=CC=C1 (pyridine). Solvent: C(Cl)Cl (methylene chloride), C(Cl)Cl (methylene chloride). Conditions: time 16 hour. Yields the product C(C)(=O)N(C1CCCCC1)C1CC(C(C1)C1=CC=CC=C1)CN1CCC(CC1)N(CC)C(=O)OCC1=CC=CC=C1 ((N-(Acetyl)-N-(cyclohexyl)amino)-3-(SR)-((4-(N-(benzyloxycarbonyl)-N-(ethyl)amino)piperidin-1-yl)methyl)-4-(SR)-phenylcyclopentane). As a reaction SMILES: [CH:1]1([NH:7][CH:8]2[CH2:12][CH:11]([C:13]3[CH:18]=[CH:17][CH:16]=[CH:15][CH:14]=3)[CH:10]([CH2:19][N:20]3[CH2:25][CH2:24][CH:23]([N:26]([C:29]([O:31][CH2:32][C:33]4[CH:38]=[CH:37][CH:36]=[CH:35][CH:34]=4)=[O:30])[CH2:27][CH3:28])[CH2:22][CH2:21]3)[CH2:9]2)[CH2:6][CH2:5][CH2:4][CH2:3][CH2:2]1.[C:39](OC(=O)C)(=[O:41])[CH3:40].N1C=CC=CC=1>C(Cl)Cl>[C:39]([N:7]([CH:8]1[CH2:12][CH:11]([C:13]2[CH:18]=[CH:17][CH:16]=[CH:15][CH:14]=2)[CH:10]([CH2:19][N:20]2[CH2:21][CH2:22][CH:23]([N:26]([C:29]([O:31][CH2:32][C:33]3[CH:34]=[CH:35][CH:36]=[CH:37][CH:38]=3)=[O:30])[CH2:27][CH3:28])[CH2:24][CH2:25]2)[CH2:9]1)[CH:1]1[CH2:2][CH2:3][CH2:4][CH2:5][CH2:6]1)(=[O:41])[CH3:40]. Reported procedure: To a solution of 1-(RS and SR)-(cyclohexylamino)-3-(SR)-((4-(N-(benzyloxycarbonyl)-N-(ethyl)amino)piperidin-1-yl)methyl)-4-(SR)-phenylcyclopentane (prepared as in Example 43A) in methylene chloride (2 mL) was added acetic anhydride (0.17 mL, 1.67 mmol) and pyridine (0.17 mL, 2 mmol). The reaction was stirred at rt for 16 h. It was then diluted with methylene chloride and quenched with 1N NaOH. The mixture was washed with 1N NaOH and brine, dried over sodium sulfate and evaporated to dryness. The... Conditions: time 30 minute. As a reaction SMILES: [CH:1](NC(C)C)(C)C.C([Li])CCC.CCCCCC.[CH3:19][Si:20]([CH2:23][C:24]([O:26][CH2:27][CH3:28])=[O:25])([CH3:22])[CH3:21].CI>C1COCC1>[CH3:19][Si:20]([CH3:22])([CH3:21])[CH:23]([CH3:1])[C:24]([O:26][CH2:27][CH3:28])=[O:25] |f:1.2|. The yield is 44.1%. Procedure: To a solution of 21.8 mL (0.156 mole) of diisopropylamine in 100 mL of THF at 0° was added 0.156 mole of butyl lithium/hexane. After 30 minutes at 0°, the solution was cooled to -78°, and 25 g (0.156 mole) of ethyl trimethylsilylacetate was added. After 30 minutes at -78°, 22.7 g (10 mL, 0.16 mole) of methyl iodide was added. After warming to room temperature, the mixture was filtered, and the filtrate was evaporated. The residue was treated with hexane and filtered under argon The hexane layer ... Run in C1CCOC1 (THF). The product is C[Si](C(C(=O)OCC)C)(C)C (ethyl 2-trimethylsilylpropionate). The reactants are C(C)(C)NC(C)C (diisopropylamine), C(CCC)[Li].CCCCCC (butyl lithium hexane), CI (methyl iodide), C[Si](C)(C)CC(=O)OCC (ethyl trimethylsilylacetate). Starting materials: [H-].[H-].[H-].[H-].[Li+].[Al+3] (LiAlH4), ClC=1C=C(C(=O)O)C=CC1F (3-chloro-4-fluorobenzoic acid), [H-].[H-].[H-].[H-].[Li+].[Al+3] (LiAlH4). Run in C1CCOC1 (THF). Conditions: temperature 0 celsius, time 1 hour. Product: ClC=1C=C(CO)C=CC1F (3-Chloro-4-fluorobenzyl alcohol). RXN SMILES: [H-].[H-].[H-].[H-].[Li+].[Al+3].[Cl:7][C:8]1[CH:9]=[C:10]([CH:14]=[CH:15][C:16]=1[F:17])[C:11](O)=[O:12]>C1COCC1>[Cl:7][C:8]1[CH:9]=[C:10]([CH:14]=[CH:15][C:16]=1[F:17])[CH2:11][OH:12] |f:0.1.2.3.4.5|. Reported procedure: To a solution of LiAlH4 (2.2 g) in THF (100 mL) at 0° C. under nitrogen was added 3-chloro-4-fluorobenzoic acid (Aldrich; 10 g). After stirring for 1 hour at 0° C. the mixture was stirred for 1 hour at 25° C. followed by the addition of a further 1.0 g of LiAlH4. Stirring was continued for a further 12 hours at 25° C. after which time the mixture was cooled to 0° C. and quenched with H2O. The mixture was then acidified with 1N HCl (aq) and extracted with EtOAc. After washing with NaHCO3 (aq) and...